Dataset: the Open Reaction Database (ORD), a public repository of structured organic reaction records. Task: describe an organic reaction: reactants, conditions, products, and yield Starting materials: Cl (HCl), C(=O)(OCC)C1CC=2C=3N(C(NC2CC1)=O)C=C(N3)C3=C(C=CC=C3)F (9-Carboethoxy-2-(2-fluorophenyl)-7,8,9,10-tetrahydro-imidazo[1,2-c]-quinazolin-5(6H)-one), CC(C)O (2-propanol). Run at temperature 150 celsius. Yields the product C(=O)(OC(C)C)C1CC=2C=3N(C(NC2CC1)=O)C=C(N3)C3=C(C=CC=C3)F (9-Carboisopropoxy-2-(2-fluorophenyl)-7,8,9,10-tetrahydro-imidazo[1,2-c]-quinazolin-5(6H)-one). As a reaction SMILES: Cl.[C:2]([CH:7]1[CH2:16][CH2:15][C:14]2[NH:13][C:12](=[O:17])[N:11]3[CH:18]=[C:19]([C:21]4[CH:26]=[CH:25][CH:24]=[CH:23][C:22]=4[F:27])[N:20]=[C:10]3[C:9]=2[CH2:8]1)([O:4][CH2:5][CH3:6])=[O:3].[CH3:28]C(O)C>>[C:2]([CH:7]1[CH2:16][CH2:15][C:14]2[NH:13][C:12](=[O:17])[N:11]3[CH:18]=[C:19]([C:21]4[CH:26]=[CH:25][CH:24]=[CH:23][C:22]=4[F:27])[N:20]=[C:10]3[C:9]=2[CH2:8]1)([O:4][CH:5]([CH3:28])[CH3:6])=[O:3]. Procedure: To 10 mL of 2-propanol saturated with HCl gas was added 9-Carboethoxy-2-(2-fluorophenyl)-7,8,9,10-tetrahydro-imidazo[1,2-c]-quinazolin-5(6H)-one (100 mg) and the mixture was heated in a sealed tube at 150° C. for 1 h. The reaction was cooled and the solvent was evaporated in vacuo. To the reaction mixture was added 10 mL of H2O and the mixture was then brought to pH 7 with ammonium hydroxide. The solid was collected and dried to yield 9-Carboisopropoxy-2-(2-fluorophenyl)-7,8,9,10-tetrahydro-imid...